Dataset: the Open Reaction Database (ORD), a public repository of structured organic reaction records. Task: describe an organic reaction: reactants, conditions, products, and yield Reactants: N1(CCOCC1)CCON=CC=1C=C(C=CC1)/C=C/C(=O)NOC(C1=CC=CC=C1)(C1=CC=CC=C1)C1=CC=CC=C1 ((2E)-3-{3-[(2-Morpholin-4-yl-ethoxyimino)-methyl]-phenyl}-N-trityloxy-acrylamide), intermediate C, ClC(=O)OCC (ethyl chloroformate), TEA. Run in C1CCOC1 (THF). The product is Cl.ONC(\C=C\C1=CC(=CC=C1)C=NOCCN1CCOCC1)=O ((2E)-N-hydroxy-3-{3-[(2-morpholin-4-ylethoxyimino)methyl]-phenyl}-acryl-amide hydrochloride). Yield: 98.0%. RXN SMILES: [N:1]1([CH2:7][CH2:8][O:9][N:10]=[CH:11][C:12]2[CH:13]=[C:14](/[CH:18]=[CH:19]/[C:20]([NH:22][O:23]C(C3C=CC=CC=3)(C3C=CC=CC=3)C3C=CC=CC=3)=[O:21])[CH:15]=[CH:16][CH:17]=2)[CH2:6][CH2:5][O:4][CH2:3][CH2:2]1.[Cl:43]C(OCC)=O>C1COCC1>[ClH:43].[OH:23][NH:22][C:20](=[O:21])/[CH:19]=[CH:18]/[C:14]1[CH:15]=[CH:16][CH:17]=[C:12]([CH:11]=[N:10][O:9][CH2:8][CH2:7][N:1]2[CH2:6][CH2:5][O:4][CH2:3][CH2:2]2)[CH:13]=1 |f:3.4|. Reported procedure: Compound ST3576 was obtained (0.931 mg, 98% yield) after acid hydrolysis of (2E)-3-{3-[(2-Morpholin-4-yl-ethoxyimino)-methyl]-phenyl}-N-trityloxy-acrylamide obtained (1.500 g, 2.67 mmol, 65% yield) by reaction of intermediate C (1.400 g, 4.12 mmol) with ethyl chloroformate (472 μL, 4.94 mmol) and TEA (746 μL, 5.35 mmol) in 5 mL of anhydrous THF (according to procedure described in Mai A., Pezzi R. et all. J. Med. Chem. 2005, 48, 3344 and in Mai A., Pezzi R. et all. J. Med. Chem. 2003, 46, 4826). The reactants are ClCC1=CC(=C(OCC=2N=C(OC2C)C2=CC=C(C=C2)CC(=O)OCC)C=C1)OC (ethyl (4-{4-[(4-chloromethyl-2-methoxyphenoxy)methyl]-5-methyl-1,3-oxazol-2-yl}phenyl)acetate), Cl.CC=1SC=C(N1)/C=C/C=1C(=NN(C1)C1=CC=CC=C1)O (4-[(E)-2-(2-methyl-1,3-thiazol-4-yl)ethenyl]-1-phenyl-1H-pyrazol-3-ol.hydrochloride), C([O-])([O-])=O.[K+].[K+] (potassium carbonate), CN(C=O)C (N,N-dimethylformamide). Run in O (Water). Run at temperature 90 celsius, time 2 hour. Product: COC1=C(OCC=2N=C(OC2C)C2=CC=C(C=C2)CC(=O)OCC)C=CC(=C1)COC1=NN(C=C1\C=C\C=1N=C(SC1)C)C1=CC=CC=C1 (ethyl {4-[4-({2-methoxy-4-[({4-[(E)-2-(2-methyl-1,3-thiazol-4-yl)ethenyl]-1-phenyl-1H-pyrazol-3-yl}oxy)methyl]phenoxy}methyl)-5-methyl-1,3-oxazol-2-yl]phenyl}acetate). The yield is 56.3%. Reaction SMILES: Cl[CH2:2][C:3]1[CH:28]=[CH:27][C:6]([O:7][CH2:8][C:9]2[N:10]=[C:11]([C:15]3[CH:20]=[CH:19][C:18]([CH2:21][C:22]([O:24][CH2:25][CH3:26])=[O:23])=[CH:17][CH:16]=3)[O:12][C:13]=2[CH3:14])=[C:5]([O:29][CH3:30])[CH:4]=1.Cl.[CH3:32][C:33]1[S:34][CH:35]=[C:36](/[CH:38]=[CH:39]/[C:40]2[C:41]([OH:51])=[N:42][N:43]([C:45]3[CH:50]=[CH:49][CH:48]=[CH:47][CH:46]=3)[CH:44]=2)[N:37]=1.C(=O)([O-])[O-].[K+].[K+].CN(C)C=O>O>[CH3:30][O:29][C:5]1[CH:4]=[C:3]([CH2:2][O:51][C:41]2[C:40](/[CH:39]=[CH:38]/[C:36]3[N:37]=[C:33]([CH3:32])[S:34][CH:35]=3)=[CH:44][N:43]([C:45]3[CH:50]=[CH:49][CH:48]=[CH:47][CH:46]=3)[N:42]=2)[CH:28]=[CH:27][C:6]=1[O:7][CH2:8][C:9]1[N:10]=[C:11]([C:15]2[CH:16]=[CH:17][C:18]([CH2:21][C:22]([O:24][CH2:25][CH3:26])=[O:23])=[CH:19][CH:20]=2)[O:12][C:13]=1[CH3:14] |f:1.2,3.4.5|. Procedure details: A mixture of ethyl (4-{4-[(4-chloromethyl-2-methoxyphenoxy)methyl]-5-methyl-1,3-oxazol-2-yl}phenyl)acetate (1.49 g), 4-[(E)-2-(2-methyl-1,3-thiazol-4-yl)ethenyl]-1-phenyl-1H-pyrazol-3-ol.hydrochloride (1.05 g), potassium carbonate (1.01 g) and N,N-dimethylformamide (20 mL) was stirred at 90° C. for 2 hrs. Water was poured into the reaction mixture, and the mixture was extracted with ethyl acetate. The ethyl acetate layer was washed with saturated brine, dried over anhydrous magnesium sulfate and... Reactants: ClC1=CC(=C(C=C1Cl)[N+](=O)[O-])F (4,5-Dichloro-2-fluoronitrobenzene), O (water), C(C)(=O)OCC (ethyl acetate), Cl.Cl.O1CCC(CC1)N1CCC(CC1)N (1-(tetrahydro-2H-pyran-4-yl)-4-piperidinamine dihydrochloride). Run in CN(C=O)C (dimethylformamide), C(C)(C)N(CC)C(C)C (diisopropylethylamine). Conditions: temperature 80 celsius, time 1 hour. Product: ClC1=CC(=C(C=C1Cl)NC1CCN(CC1)C1CCOCC1)[N+](=O)[O-] (N-(4,5-Dichloro-2-nitrophenyl)-1-(tetrahydro-2H-pyran-4-yl)-4-piperidinamine). Reaction SMILES: [Cl:1][C:2]1[C:7]([Cl:8])=[CH:6][C:5]([N+:9]([O-:11])=[O:10])=[C:4](F)[CH:3]=1.Cl.Cl.[O:15]1[CH2:20][CH2:19][CH:18]([N:21]2[CH2:26][CH2:25][CH:24]([NH2:27])[CH2:23][CH2:22]2)[CH2:17][CH2:16]1.O.C(OCC)(=O)C>CN(C)C=O.C(N(C(C)C)CC)(C)C>[Cl:8][C:7]1[C:2]([Cl:1])=[CH:3][C:4]([NH:27][CH:24]2[CH2:23][CH2:22][N:21]([CH:18]3[CH2:19][CH2:20][O:15][CH2:16][CH2:17]3)[CH2:26][CH2:25]2)=[C:5]([N+:9]([O-:11])=[O:10])[CH:6]=1 |f:1.2.3|. Procedure: 4,5-Dichloro-2-fluoronitrobenzene (315 mg) was dissolved in dry dimethylformamide (10 ml) and diisopropylethylamine (0.85 ml), and 1-(tetrahydro-2H-pyran-4-yl)-4-piperidinamine dihydrochloride (D40) (450 mg) were added at room temperature. The mixture was stirred at 80° C. for 1 h, then cooled to room temperature and water and ethyl acetate added. The organic layer was dried over MgSO4, filtered and evaporated to give the title compound, 350 mg. Reactants: C1CCOC1, COC(=O)c1ccc(OCC2CC(Oc3ccccc3)CN2C(=O)Cc2ccc3nc(Nc4ccccc4C)oc3c2)cc1, [Na+], [OH-]. Product: Cc1ccccc1Nc1nc2ccc(CC(=O)N3CC(Oc4ccccc4)CC3COc3ccc(C(=O)O)cc3)cc2o1. Reaction SMILES: [CH2:47]1[O:48][CH2:49][CH2:50][CH2:51]1.[CH3:1][c:2]1[c:3]([NH:8][c:9]2[o:10][c:11]3[c:12]([n:13]2)[cH:14][cH:15][c:16]([CH2:18][C:19](=[O:20])[N:21]2[CH:22]([CH2:33][O:34][c:35]4[cH:36][cH:37][c:38]([C:39](=[O:40])[O:41][CH3:42])[cH:43][cH:44]4)[CH2:23][CH:24]([O:26][c:27]4[cH:28][cH:29][cH:30][cH:31][cH:32]4)[CH2:25]2)[cH:17]3)[cH:4][cH:5][cH:6][cH:7]1.[Na+:46].[OH-:45]>>[CH3:1][c:2]1[c:3]([NH:8][c:9]2[o:10][c:11]3[c:12]([n:13]2)[cH:14][cH:15][c:16]([CH2:18][C:19](=[O:20])[N:21]2[CH:22]([CH2:33][O:34][c:35]4[cH:36][cH:37][c:38]([C:39](=[O:40])[OH:41])[cH:43][cH:44]4)[CH2:23][CH:24]([O:26][c:27]4[cH:28][cH:29][cH:30][cH:31][cH:32]4)[CH2:25]2)[cH:17]3)[cH:4][cH:5][cH:6][cH:7]1. The reactants are ClC=1C=C(C(=O)NC2C(N(C3=CC=CC=C23)CCCCC)=O)C=CC1Cl (3,4-dichloro-N-(2,3-dihydro-2-oxo-1-pentyl-1H-indol-3-yl)benzamide), C(C=C)#N (acrylonitrile), C([O-])([O-])=O.[K+].[K+] (potassium carbonate). Run in CC(=O)C (acetone). Reaction conditions: time 1 hour. The product is ClC=1C=C(C(=O)NC2(C(N(C3=CC=CC=C23)CCCCC)=O)CCC#N)C=CC1Cl (3,4-dichloro-N-[3-(2-cyanoethyl)-2,3-dihydro-2-oxo-1-pentyl-1H-indol-3-yl]-benzamide). Yield: 74.4%. As a reaction SMILES: [Cl:1][C:2]1[CH:3]=[C:4]([CH:23]=[CH:24][C:25]=1[Cl:26])[C:5]([NH:7][CH:8]1[C:16]2[C:11](=[CH:12][CH:13]=[CH:14][CH:15]=2)[N:10]([CH2:17][CH2:18][CH2:19][CH2:20][CH3:21])[C:9]1=[O:22])=[O:6].[C:27](#[N:30])[CH:28]=[CH2:29].C(=O)([O-])[O-].[K+].[K+]>CC(C)=O>[Cl:1][C:2]1[CH:3]=[C:4]([CH:23]=[CH:24][C:25]=1[Cl:26])[C:5]([NH:7][C:8]1([CH2:29][CH2:28][C:27]#[N:30])[C:16]2[C:11](=[CH:12][CH:13]=[CH:14][CH:15]=2)[N:10]([CH2:17][CH2:18][CH2:19][CH2:20][CH3:21])[C:9]1=[O:22])=[O:6] |f:2.3.4|. Procedure details: Under argon atmosphere, a mixture of 2.70 g of 3,4-dichloro-N-(2,3-dihydro-2-oxo-1-pentyl-1H-indol-3-yl)benzamide, 1.30 g of acrylonitrile, 30 ml of acetone and 1.46 g of potassium carbonate was stirred at room temperature for 1 hour. After removal of solvent, the residue was treated with water and extracted with ethyl acetate. After the ethyl acetate extract was washed and dried, the solvent was removed by evaporation. The residue was crystallized from ethyl acetate-hexane to afford 2.28 g of 3... Starting materials: C1CCOC1 (THF), O.[OH-].[Li+] (lithium hydroxide monohydrate), COC=1C=C(C(=O)OC)C=CC1CN1C=CC2=CC=C(C=C12)[N+](=O)[O-] (methyl 3-methoxy-4-(6-nitroindol-1-ylmethyl)benzoate), CO (methanol). Solvent: O (water). Conditions: time 3 day. Yields the product COC=1C=C(C(=O)O)C=CC1CN1C=CC2=CC=C(C=C12)[N+](=O)[O-] (3-methoxy-4-[6-nitroindol-1-ylmethyl]benzoic acid), solid. Yield: 91.0%. RXN SMILES: [CH3:1][O:2][C:3]1[CH:4]=[C:5]([CH:10]=[CH:11][C:12]=1[CH2:13][N:14]1[C:22]2[C:17](=[CH:18][CH:19]=[C:20]([N+:23]([O-:25])=[O:24])[CH:21]=2)[CH:16]=[CH:15]1)[C:6]([O:8]C)=[O:7].CO.C1COCC1.O.[OH-].[Li+]>O>[CH3:1][O:2][C:3]1[CH:4]=[C:5]([CH:10]=[CH:11][C:12]=1[CH2:13][N:14]1[C:22]2[C:17](=[CH:18][CH:19]=[C:20]([N+:23]([O-:25])=[O:24])[CH:21]=2)[CH:16]=[CH:15]1)[C:6]([OH:8])=[O:7] |f:3.4.5|. Reported procedure: Nitrogen was passed through a solution containing 1.39 g. methyl 3-methoxy-4-(6-nitroindol-1-ylmethyl)benzoate in 1:1 v/v methanol and THF together with 0.86 g. lithium hydroxide monohydrate in 25 ml. water. After 1 minute the reaction mixture was sealed and stirred for 3 days. Solvent was then evaporated. The residue was diluted with water, acidified (1 M hydrochloric acid) and extracted with ethyl acetate. The extracts were washed with water, then with brine and were dried (MgSO4) Evaporation ... Conditions: time 1 hour. Reaction SMILES: C(OC([N:8]([CH2:21][CH:22]1[CH2:27][CH2:26][N:25]([C:28]2[CH:29]=[C:30]([CH:34]=[CH:35][CH:36]=2)[C:31]([OH:33])=[O:32])[CH2:24][CH:23]1[C:37]1[CH:42]=[CH:41][CH:40]=[CH:39][C:38]=1[F:43])[C@@H:9]([C:11]1[C:20]2[C:15](=[CH:16][CH:17]=[CH:18][CH:19]=2)[CH:14]=[CH:13][CH:12]=1)[CH3:10])=O)(C)(C)C.[ClH:44].C(OCC)(=O)C>C(OCC)(=O)C>[ClH:44].[F:43][C:38]1[CH:39]=[CH:40][CH:41]=[CH:42][C:37]=1[CH:23]1[CH:22]([CH2:21][NH:8][C@@H:9]([C:11]2[C:20]3[C:15](=[CH:16][CH:17]=[CH:18][CH:19]=3)[CH:14]=[CH:13][CH:12]=2)[CH3:10])[CH2:27][CH2:26][N:25]([C:28]2[CH:29]=[C:30]([CH:34]=[CH:35][CH:36]=2)[C:31]([OH:33])=[O:32])[CH2:24]1 |f:1.2,4.5|. Run in C(C)(=O)OCC (ethyl acetate). Reactants: C(C)(C)(C)OC(=O)N([C@H](C)C1=CC=CC2=CC=CC=C12)CC1C(CN(CC1)C=1C=C(C(=O)O)C=CC1)C1=C(C=CC=C1)F (3-[4-({(tert-butoxycarbonyl)[(1R)-1-(1-naphthyl)ethyl]amino}methyl)-3-(2-fluorophenyl)piperidin-1-yl]benzoic acid), Cl.C(C)(=O)OCC (hydrogen chloride ethyl acetate). Yields the product Cl.FC1=C(C=CC=C1)C1CN(CCC1CN[C@H](C)C1=CC=CC2=CC=CC=C12)C=1C=C(C(=O)O)C=CC1 (3-[3-(2-fluorophenyl)-4-({[(1R)-1-(1-naphthyl)ethyl]amino}methyl)piperidin-1-yl]benzoic acid hydrochloride). Procedure details: To a solution of 161 mg of the crude 3-[4-({(tert-butoxycarbonyl)[(1R)-1-(1-naphthyl)ethyl]amino}methyl)-3-(2-fluorophenyl)piperidin-1-yl]benzoic acid in 2.0 mL of ethyl acetate was added 1.00 mL of a 4 M hydrogen chloride/ethyl acetate solution at room temperature, followed by stirring for 1 hour. The solvent was removed by distillation under reduced pressure. The residue was purified by reverse phase silica gel column chromatography (acetonitrile-0.001 M hydrochloric acid) to obtain 58 mg of 3... Reactants: C(CCO)O (1,3-propanediol), [H-].[Na+] (sodium hydride), C(C1=CC=CC=C1)Br (benzyl bromide). The reagents and catalysts are [I-].C(CCC)[N+](CCCC)(CCCC)CCCC (tetra n-butylammonium iodide). Solvent: O1CCCC1 (tetrahydrofuran). Run at time 0.5 hour. The product is C(C1=CC=CC=C1)OCCCO (3-benzyloxypropan-1-ol). RXN SMILES: [H-].[Na+].[CH2:3]([OH:7])[CH2:4][CH2:5][OH:6].[CH2:8](Br)[C:9]1[CH:14]=[CH:13][CH:12]=[CH:11][CH:10]=1>O1CCCC1.[I-].C([N+](CCCC)(CCCC)CCCC)CCC>[CH2:8]([O:6][CH2:5][CH2:4][CH2:3][OH:7])[C:9]1[CH:14]=[CH:13][CH:12]=[CH:11][CH:10]=1 |f:0.1,5.6|. Procedure: To a suspension of sodium hydride (5.6 g, 0.14 mole) in tetrahydrofuran (350 ml) is added 1,3-propanediol (15 ml, 0.21 mol). The gummy suspension is stirred at room temperature for 0.5 hour and tetra n-butylammonium iodide (0.54 g) is added followed by benzyl bromide (16.6 ml, 0.14 mole). The mixture is stirred at room temperature for 62 hours. The solvent is evaporated and the residue purified by flash chromatography over silica gel using 1:4 ethylacetate/hexane as eluent to obtain 3-benzyloxyp... The reactants are resultant mixture, O[C@@H]1C[C@H](N(C1)C=1N=C(C2=C(N1)CCC2)NC2=NNC(=C2)C(C)C)C(=O)OC ((2S,4R)-methyl 4-hydroxy-1-(4-(5-isopropyl-1H-pyrazol-3-ylamino)-6,7-dihydro-5H-cyclopenta[d]pyrimidin-2-yl)pyrrolidine-2-carboxylate), FC1=CC=C(C=N1)N (6-fluoropyridin-3-amine), solution, C(C)(C)[Mg]Cl (isopropylmagnesium chloride). Run in C1CCOC1 (THF), C1CCOC1 (THF), C1CCOC1 (THF). Conditions: temperature 25 celsius, time 4 hour. Yields the product FC1=CC=C(C=N1)NC(=O)[C@H]1N(C[C@@H](C1)O)C=1N=C(C2=C(N1)CCC2)NC2=NNC(=C2)C(C)C ((2S,4R)—N-(6-fluoropyridin-3-yl)-4-hydroxy-1-(4-(5-isopropyl-1H-pyrazol-3-ylamino)-6,7-dihydro-5H-cyclopenta[d]pyrimidin-2-yl)pyrrolidine-2-carboxamide). Isolated yield 13.6%. As a reaction SMILES: [F:1][C:2]1[N:7]=[CH:6][C:5]([NH2:8])=[CH:4][CH:3]=1.C([Mg]Cl)(C)C.[OH:14][C@H:15]1[CH2:19][N:18]([C:20]2[N:21]=[C:22]([NH:29][C:30]3[CH:34]=[C:33]([CH:35]([CH3:37])[CH3:36])[NH:32][N:31]=3)[C:23]3[CH2:28][CH2:27][CH2:26][C:24]=3[N:25]=2)[C@H:17]([C:38](OC)=[O:39])[CH2:16]1>C1COCC1>[F:1][C:2]1[N:7]=[CH:6][C:5]([NH:8][C:38]([C@@H:17]2[CH2:16][C@@H:15]([OH:14])[CH2:19][N:18]2[C:20]2[N:21]=[C:22]([NH:29][C:30]3[CH:34]=[C:33]([CH:35]([CH3:37])[CH3:36])[NH:32][N:31]=3)[C:23]3[CH2:28][CH2:27][CH2:26][C:24]=3[N:25]=2)=[O:39])=[CH:4][CH:3]=1. Procedure details: To a solution of 6-fluoropyridin-3-amine (4.64 mg, 4.14 mmol) in dry THF (5 mL) was added 2 M solution of isopropylmagnesium chloride (1.98 mL, 3.96 mmol) in THF dropwise under nitrogen at 0° C. The resultant mixture was stirred at 0° C. for 20 min. To this solution was added a solution of (2S,4R)-methyl 4-hydroxy-1-(4-(5-isopropyl-1H-pyrazol-3-ylamino)-6,7-dihydro-5H-cyclopenta[d]pyrimidin-2-yl)pyrrolidine-2-carboxylate (400 mg, 1.04 mmol) in THF (2 mL) dropwise at 0° C. and the reaction mixtur...